This data is from the Open Reaction Database (ORD), a public repository of structured organic reaction records. The task is: describe an organic reaction: reactants, conditions, products, and yield The reactants are CC(COC1=CC=C(C(C(=O)N)=C1)O)(C)[N+](=O)[O-] (5-(2-methyl-2-nitropropoxy)salicylamide). The product is NC(COC1=CC=C(C(C(=O)N)=C1)O)(C)C (5-(2-amino-2-methylpropoxy)salicylamide). The solvent is CO (methanol). Procedure: 11.5 g 5-(2-methyl-2-nitropropoxy)salicylamide are hydrogenated in 150 ml of methanol at 40°-50° and 80 bar over 5 g of Raney nickel until hydrogen absorption ceases. By filtration and concentration of the filtrate by evaporation, crude 5-(2-amino-2-methylpropoxy)salicylamide is obtained, which, after standing for a relatively long period, crystallises from isopropanol and melts at 115°-117°. RXN SMILES: [CH3:1][C:2]([N+:16]([O-])=O)([CH3:15])[CH2:3][O:4][C:5]1[CH:13]=[C:9]([C:10]([NH2:12])=[O:11])[C:8]([OH:14])=[CH:7][CH:6]=1>CO>[NH2:16][C:2]([CH3:15])([CH3:1])[CH2:3][O:4][C:5]1[CH:13]=[C:9]([C:10]([NH2:12])=[O:11])[C:8]([OH:14])=[CH:7][CH:6]=1. Starting materials: CO, [Cl-], CC(C)c1ccn2c1C(Oc1ccc([N+](=O)[O-])cc1F)NC=N2, [NH4+], C1CCOC1, [Zn]. The product is CC(C)c1ccn2c1C(Oc1ccc(N)cc1F)NC=N2. As a reaction SMILES: [CH3:32][OH:33].[Cl-:24].[F:1][c:2]1[c:3]([O:4][CH:5]2[NH:6][CH:7]=[N:8][n:9]3[c:10]2[c:11]([CH:14]([CH3:15])[CH3:16])[cH:12][cH:13]3)[cH:17][cH:18][c:19]([N+:21]([O-:22])=[O:23])[cH:20]1.[NH4+:25].[O:27]1[CH2:28][CH2:29][CH2:30][CH2:31]1.[Zn:26]>>[F:1][c:2]1[c:3]([O:4][CH:5]2[NH:6][CH:7]=[N:8][n:9]3[c:10]2[c:11]([CH:14]([CH3:15])[CH3:16])[cH:12][cH:13]3)[cH:17][cH:18][c:19]([NH2:21])[cH:20]1. Reactants: B, CSC, CO, [Cl-], CC(C)n1cc(C(=O)N2CCN(c3ncccc3-c3ccc(F)cc3)CC2)cn1, [NH4+], [Na+], C1CCOC1, [OH-]. Product: Cl, CC(C)n1cc(CN2CCN(c3ncccc3-c3ccc(F)cc3)CC2)cn1. RXN SMILES: [BH3:33].[CH3:30][S:31][CH3:32].[CH3:43][OH:44].[Cl-:36].[F:1][c:2]1[cH:3][cH:4][c:5](-[c:8]2[c:9]([N:14]3[CH2:15][CH2:16][N:17]([C:20](=[O:21])[c:22]4[cH:23][n:24][n:25]([CH:27]([CH3:28])[CH3:29])[cH:26]4)[CH2:18][CH2:19]3)[n:10][cH:11][cH:12][cH:13]2)[cH:6][cH:7]1.[NH4+:37].[Na+:35].[O:38]1[CH2:39][CH2:40][CH2:41][CH2:42]1.[OH-:34]>>[ClH:36].[F:1][c:2]1[cH:3][cH:4][c:5](-[c:8]2[c:9]([N:14]3[CH2:15][CH2:16][N:17]([CH2:20][c:22]4[cH:23][n:24][n:25]([CH:27]([CH3:28])[CH3:29])[cH:26]4)[CH2:18][CH2:19]3)[n:10][cH:11][cH:12][cH:13]2)[cH:6][cH:7]1. The reactants are C(C=C)OC(=O)N1[C@@H](C[C@H](C1)O[Si](C)(C)C(C)(C)C)CCN=[N+]=[N-] ((2R,4R)-1-allyloxycarbonyl-2-(2-azidoethyl)-4-(t-butyldimethylsilyloxy) pyrrolidine), Cl (hydrochloric acid), C(C)(=O)OCC (ethyl acetate), O (water). The solvent is O1CCCC1 (tetrahydrofuran). Run at time 6 hour. Yields the product C(C=C)OC(=O)N1[C@@H](C[C@H](C1)O)CCN=[N+]=[N-] ((2R, 4R)-1-allyloxycarbonyl-2-(2-azidoethyl)-4-hydroxypyrrolidine). Yield: 99.4%. As a reaction SMILES: [CH2:1]([O:4][C:5]([N:7]1[CH2:11][C@H:10]([O:12][Si](C(C)(C)C)(C)C)[CH2:9][C@H:8]1[CH2:20][CH2:21][N:22]=[N+:23]=[N-:24])=[O:6])[CH:2]=[CH2:3].Cl.C(OCC)(=O)C.O>O1CCCC1>[CH2:1]([O:4][C:5]([N:7]1[CH2:11][C@H:10]([OH:12])[CH2:9][C@H:8]1[CH2:20][CH2:21][N:22]=[N+:23]=[N-:24])=[O:6])[CH:2]=[CH2:3]. Procedure: To a solution of (2R,4R)-1-allyloxycarbonyl-2-(2-azidoethyl)-4-(t-butyldimethylsilyloxy) pyrrolidine (29.7 g) in tetrahydrofuran was added dropwise 12N hydrochloric acid (15 ml) at ambient temperature. After stirring for 6 hours, the mixture was poured into a mixture of ethyl acetate and water. The organic layer was separated and the aqueous layer was extracted twice with ethyl acetate. The combined organic layer was washed with sat. sodium bicarbonate and brine, dried over magnesium sulfate and... The reactants are NCCC(=O)[O-].[Ca+2].NCCC(=O)[O-] (calcium beta-alaninate), CC1(COC(=O)C1O)C (dl-pantolactone). Solvent: CO (methanol). Product: CC(C)(CO)C(C(=O)NCCC(=O)[O-])O.CC(C)(CO)C(C(=O)NCCC(=O)[O-])O.[Ca+2] (dl-calcium pantothenate). RXN SMILES: [NH2:1][CH2:2][CH2:3][C:4]([O-:6])=[O:5].[Ca+2:7].[NH2:8][CH2:9][CH2:10][C:11]([O-:13])=[O:12].[CH3:14][C:15]1([CH3:22])[CH:20]([OH:21])[C:18](=[O:19])[O:17][CH2:16]1>CO>[CH3:14][C:15]([CH:20]([OH:21])[C:18]([NH:1][CH2:2][CH2:3][C:4]([O-:6])=[O:5])=[O:19])([CH2:16][OH:17])[CH3:22].[CH3:14][C:15]([CH:20]([OH:21])[C:18]([NH:8][CH2:9][CH2:10][C:11]([O-:13])=[O:12])=[O:19])([CH2:16][OH:17])[CH3:22].[Ca+2:7] |f:0.1.2,5.6.7|. Reported procedure: reacting the anhydrous calcium beta-alaninate with dl-pantolactone in methanol at a temperature of from about 55° to about 65° C. for from about 6 to about 9 hours and therafter cooling and filtering the reaction product and removing methanol to obtain dl-calcium pantothenate. Starting materials: COC(=O)C1=Cc2cc(Br)ccc2N(Cc2ccc(OC)cc2)CCCC1, Cc1ccccc1, O=C(O)C(F)(F)F. The product is COC(=O)C1=Cc2cc(Br)ccc2NCCCC1. Reaction SMILES: [Br:1][c:2]1[cH:3][cH:4][c:5]2[c:6]([cH:27]1)[CH:7]=[C:8]([C:23](=[O:24])[O:25][CH3:26])[CH2:9][CH2:10][CH2:11][CH2:12][N:13]2[CH2:14][c:15]1[cH:16][cH:17][c:18]([O:19][CH3:20])[cH:21][cH:22]1.[CH3:35][c:36]1[cH:37][cH:38][cH:39][cH:40][cH:41]1.[OH:28][C:29]([C:30]([F:31])([F:32])[F:33])=[O:34]>>[Br:1][c:2]1[cH:3][cH:4][c:5]2[c:6]([cH:27]1)[CH:7]=[C:8]([C:23](=[O:24])[O:25][CH3:26])[CH2:9][CH2:10][CH2:11][CH2:12][NH:13]2. The reactants are C1CCNC1, COc1ccccc1-c1n[nH]c2ncc(-c3cncc(C(=O)O)c3)cc12, CN(C)c1ccncc1, CN(C)C=O. Product: COc1ccccc1-c1n[nH]c2ncc(-c3cncc(C(=O)N4CCCC4)c3)cc12. RXN SMILES: [CH2:27]1[CH2:28][CH2:29][NH:30][CH2:31]1.[CH3:1][O:2][c:3]1[c:4](-[c:9]2[n:10][nH:11][c:12]3[n:13][cH:14][c:15](-[c:18]4[cH:19][n:20][cH:21][c:22]([C:23](=[O:24])[OH:25])[cH:26]4)[cH:16][c:17]23)[cH:5][cH:6][cH:7][cH:8]1.[CH3:37][N:38]([c:39]1[cH:40][cH:41][n:42][cH:43][cH:44]1)[CH3:45].[O:32]=[CH:33][N:34]([CH3:35])[CH3:36]>>[CH3:1][O:2][c:3]1[c:4](-[c:9]2[n:10][nH:11][c:12]3[n:13][cH:14][c:15](-[c:18]4[cH:19][n:20][cH:21][c:22]([C:23](=[O:24])[N:30]5[CH2:29][CH2:28][CH2:27][CH2:31]5)[cH:26]4)[cH:16][c:17]23)[cH:5][cH:6][cH:7][cH:8]1. Solvent: C(Cl)(Cl)Cl (Chloroform), C(Cl)Cl (methylene chloride). Conditions: time 1 hour. Reaction SMILES: [Cl-].[C:2]([O:7][CH2:8][CH3:9])(=[O:6])[C:3]([O-:5])=O.[F:10][C:11]1[CH:16]=[CH:15][C:14]([C@H:17]2[CH2:22][CH2:21][CH2:20][C@@H:19]([CH:23]=[CH2:24])[NH:18]2)=[CH:13][CH:12]=1.CCN(C(C)C)C(C)C.Cl>C(Cl)Cl.C(Cl)(Cl)Cl>[F:10][C:11]1[CH:12]=[CH:13][C:14]([C@H:17]2[CH2:22][CH2:21][CH2:20][C@@H:19]([CH:23]=[CH2:24])[N:18]2[C:3](=[O:5])[C:2]([O:7][CH2:8][CH3:9])=[O:6])=[CH:15][CH:16]=1 |f:0.1|. The reactants are Cl (hydrochloric acid), [Cl-].C(C(=O)[O-])(=O)OCC (Ethyl oxalate chloride), FC1=CC=C(C=C1)[C@@H]1N[C@@H](CCC1)C=C ((2R*,6S*)-2-(4-fluorophenyl)-6-vinylpiperidine), CCN(C(C)C)C(C)C (DIEA). Yields the product FC1=CC=C(C=C1)[C@@H]1N([C@@H](CCC1)C=C)C(C(=O)OCC)=O (ethyl [(2R*,6S*)-2-(4-fluorophenyl)-6-vinylpiperidin-1-yl]oxoacetate). Reported procedure: Ethyl oxalate chloride (0.5 mL) was added to a solution of (2R*,6S*)-2-(4-fluorophenyl)-6-vinylpiperidine (520 mg) and DIEA (0.66 mL) in methylene chloride (10 mL), and the reaction solution was stirred at room temperature for one hour. Chloroform and 1 N aqueous hydrochloric acid were added to the reaction solution, and the organic layer was separated. The resulting organic layer was washed with saturated sodium bicarbonate water, dried over magnesium sulfate, and then concentrated under reduce... Yield: 12.1%. Run in CN(C)C=O (DMF). Product: FC(C1=NC(=CC(=C1)C1=NN(C=N1)\C=C/C(=O)N1CC(C1)(F)F)C(F)(F)F)(F)F ((Z)-3-(3-(2,6-bis(trifluoromethyl)pyridin-4-yl)-1H-1,2,4-triazol-1-yl)-1-(3,3-difluoroazetidin-1-yl)prop-2-en-1-one). Reported procedure: In a 3-neck 50 mL round-bottomed flask, 4-(1H-1,2,4-triazol-3-yl)-2,6-bis(trifluoromethyl)pyridine (3) (0.060 g, 1 eq.) and (Z)-1-(3,3-difluoroazetidin-1-yl)-3-iodoprop-2-en-1-one (0.064 g, 1.1 eq) was dissolved in DMF (2 mL). DABCO (0.047 g, 2 eq.) was added at RT. Reaction mixture was stirred for 1 h at RT. Reaction completion was monitored on TLC using MeOH:dichloromethane (0.25:9.75) as mobile phase. The reaction mixture was quenched into the ice-water slurry (50 mL) and was extracted with e... Run at time 1 hour. Reaction SMILES: [NH:1]1[CH:5]=[N:4][C:3]([C:6]2[CH:11]=[C:10]([C:12]([F:15])([F:14])[F:13])[N:9]=[C:8]([C:16]([F:19])([F:18])[F:17])[CH:7]=2)=[N:2]1.[F:20][C:21]1([F:30])[CH2:24][N:23]([C:25](=[O:29])/[CH:26]=[CH:27]\I)[CH2:22]1.C1N2CCN(CC2)C1.CO.ClCCl>CN(C=O)C>[F:18][C:16]([F:19])([F:17])[C:8]1[CH:7]=[C:6]([C:3]2[N:4]=[CH:5][N:1](/[CH:27]=[CH:26]\[C:25]([N:23]3[CH2:24][C:21]([F:30])([F:20])[CH2:22]3)=[O:29])[N:2]=2)[CH:11]=[C:10]([C:12]([F:13])([F:14])[F:15])[N:9]=1 |f:3.4|. Starting materials: CO.ClCCl (MeOH dichloromethane), N1N=C(N=C1)C1=CC(=NC(=C1)C(F)(F)F)C(F)(F)F (4-(1H-1,2,4-triazol-3-yl)-2,6-bis(trifluoromethyl)pyridine), FC1(CN(C1)C(\C=C/I)=O)F ((Z)-1-(3,3-difluoroazetidin-1-yl)-3-iodoprop-2-en-1-one), C1CN2CCN1CC2 (DABCO).